From a dataset of the Open Reaction Database (ORD), a public repository of structured organic reaction records. describe an organic reaction: reactants, conditions, products, and yield The product is CC(=C=CCC(=O)OCC)CCC=C(C)C (Ethyl 5,9-dimethyl-3,4,8-decatrienoate). As a reaction SMILES: [C:1]([O-:7])([O-])([O:3][CH2:4][CH3:5])[CH3:2].[CH3:8][C:9]([CH3:18])=[CH:10][CH2:11][CH2:12][C:13](O)([C:15]#[CH:16])[CH3:14].C(O)(=O)C(C)C>>[CH3:14][C:13]([CH2:12][CH2:11][CH:10]=[C:9]([CH3:18])[CH3:8])=[C:15]=[CH:16][CH2:2][C:1]([O:3][CH2:4][CH3:5])=[O:7]. Isolated yield 96.0%. Procedure: A mixture of 65.6 g of ethyl ortho-acetate, 30.4 g of dehydrolinalool and 1.5 g of isobutyric acid was reacted at 130° to 140°C. for 8 hours. Distillation was conducted after the reaction in the same manner as in the preceeding Examples, and a fraction boiling at 92 to 94°C. under 0.5 mm Hg was collected. Ethyl 5,9-dimethyl-3,4,8-decatrienoate was obtained in a yield of 96%. The reactants are C(C)(OCC)([O-])[O-] (ethyl ortho-acetate), CC(=CCCC(C)(C#C)O)C (dehydrolinalool), C(C(C)C)(=O)O (isobutyric acid). The reactants are O=C([O-])[O-], CO, CN1CCN(c2ccc(C#C[Si](C)(C)C)cn2)CC1, [K+], [K+]. The product is C#Cc1ccc(N2CCN(C)CC2)nc1. RXN SMILES: [C:1](=[O:2])([O-:3])[O-:4].[CH3:26][OH:27].[CH3:7][N:8]1[CH2:9][CH2:10][N:11]([c:14]2[n:15][cH:16][c:17]([C:20]#[C:21][Si:22]([CH3:23])([CH3:24])[CH3:25])[cH:18][cH:19]2)[CH2:12][CH2:13]1.[K+:5].[K+:6]>>[CH3:7][N:8]1[CH2:9][CH2:10][N:11]([c:14]2[n:15][cH:16][c:17]([C:20]#[CH:21])[cH:18][cH:19]2)[CH2:12][CH2:13]1. Reactants: [Cl-].[NH4+] (ammonium chloride), CI (Methyl iodide), C([O-])([O-])=O.[K+].[K+] (potassium carbonate), ClC1=C(OC=2C=CC(=C(C2)N2C(N(C(NC2=O)=O)CC(=O)OC)=O)[N+](=O)[O-])C=CC(=C1)Cl (methyl 3-[5-(2,4-dichlorophenoxy)-2-nitrophenyl]tetrahydro-2,4,6-trioxo-s-triazine-1(2H)-acetate). Run in CN(C=O)C (N,N-dimethylformamide). Run at time 8 hour. Yields the product ethyl acetate hexanes, ClC1=C(OC=2C=CC(=C(C2)N2C(N(C(N(C2=O)C)=O)CC(=O)OC)=O)[N+](=O)[O-])C=CC(=C1)Cl (Methyl 3-[5-(2,4-dichlorophenoxy)-2-nitrophenyl]tetrahydro-5-methyl-2,4,6-trioxo-s-triazine-1(2H)-acetate). Reaction SMILES: CI.[C:3](=O)([O-])[O-].[K+].[K+].[Cl:9][C:10]1[CH:39]=[C:38]([Cl:40])[CH:37]=[CH:36][C:11]=1[O:12][C:13]1[CH:14]=[CH:15][C:16]([N+:33]([O-:35])=[O:34])=[C:17]([N:19]2[C:24](=[O:25])[NH:23][C:22](=[O:26])[N:21]([CH2:27][C:28]([O:30][CH3:31])=[O:29])[C:20]2=[O:32])[CH:18]=1.[Cl-].[NH4+]>CN(C)C=O>[Cl:9][C:10]1[CH:39]=[C:38]([Cl:40])[CH:37]=[CH:36][C:11]=1[O:12][C:13]1[CH:14]=[CH:15][C:16]([N+:33]([O-:35])=[O:34])=[C:17]([N:19]2[C:24](=[O:25])[N:23]([CH3:3])[C:22](=[O:26])[N:21]([CH2:27][C:28]([O:30][CH3:31])=[O:29])[C:20]2=[O:32])[CH:18]=1 |f:1.2.3,5.6|. Reported procedure: Methyl iodide (0.15 mL, 2.41 mmol) and potassium carbonate (0.19 g, 1.34 mmol) are added to a solution of methyl 3-[5-(2,4-dichlorophenoxy)-2-nitrophenyl]tetrahydro-2,4,6-trioxo-s-triazine-1(2H)-acetate (0.40 g, 0.83 mmol) in N,N-dimethylformamide. The reaction mixture is stirred overnight at room temperature and poured into a saturated ammonium chloride solution. The aqueous mixture is extracted with ethyl acetate. The organic extracts are combined, washed sequentially with water and brine, dri... The reactants are C=1CC(C=C2C=CC=CC12)=O (naphthalen-3-one), O (water). Yields the product CC1CC=2C(=CC=3CCCCC3C2)C1=O (2-Methyl-2,3,5,6,7,8-hexahydro-cyclopenta[b]naphthalen-1-one). Reaction SMILES: [CH:1]1[CH2:2][C:3](=O)[CH:4]=[C:5]2[C:10]=1[CH:9]=[CH:8][CH:7]=[CH:6]2.[OH2:12]>>[CH3:4][CH:5]1[C:10](=[O:12])[C:2]2=[CH:1][C:10]3[CH2:9][CH2:8][CH2:7][CH2:6][C:5]=3[CH:4]=[C:3]2[CH2:6]1. Reported procedure: The reaction is diluted with water and extracted with dichloromethane. After drying (Na2SO4) the solvent is removed to give an oil. The product is purified by chromatography (silica, ethyl acetate/hexane) to give a geometrical mixture of isomers containing 2-Methyl-1,2,6,7,8,9-hexahydro-cyclopenta[.a.]naphthalen-3-one and the title compound. Reactants: BrC1=CC=C(C=C1)C=1OC2=C(N1)C=CC=C2 (2-(4-bromophenyl)benzoxazole), Cl (hydrochloric acid), C(CCC)[Li] (n-butyllithium), B(OC)(OC)OC (trimethyl borate). The solvent is C1CCOC1 (THF). Run at temperature -78 celsius, time 2 hour. Product: O1C(=NC2=C1C=CC=C2)C2=CC=C(C=C2)B(O)O (4-(benzoxazol-2-yl)phenylboronic acid). RXN SMILES: Br[C:2]1[CH:7]=[CH:6][C:5]([C:8]2[O:9][C:10]3[CH:16]=[CH:15][CH:14]=[CH:13][C:11]=3[N:12]=2)=[CH:4][CH:3]=1.C([Li])CCC.[B:22](OC)([O:25]C)[O:23]C.Cl>C1COCC1>[O:9]1[C:10]2[CH:16]=[CH:15][CH:14]=[CH:13][C:11]=2[N:12]=[C:8]1[C:5]1[CH:6]=[CH:7][C:2]([B:22]([OH:25])[OH:23])=[CH:3][CH:4]=1. Procedure details: In a 300 mL three-neck flask, 5.5 g (20 mmol) of 2-(4-bromophenyl)benzoxazole was placed, and the air in the flask was replaced with nitrogen. Then, 120 mL of THF was added in the flask, and the mixture was cooled to −78° C. under nitrogen stream. After cooling, 13 mL (22 mmol) of 1.6 M n-butyllithium was dripped into the solution, and the mixture was stirred at the same temperature for 2 hours. After a certain period, 4.4 mL (40 mmol) of trimethyl borate was added to the solution, and the tempe...